Dataset: the Open Reaction Database (ORD), a public repository of structured organic reaction records. Task: describe an organic reaction: reactants, conditions, products, and yield Starting materials: Cc1cccc(C2NC(=S)NC2c2cccc(C)c2)c1, CI, CCO. Yields the product CSC1=NC(c2cccc(C)c2)C(c2cccc(C)c2)N1, I. RXN SMILES: [CH3:1][c:2]1[cH:3][c:4]([CH:8]2[NH:9][C:10](=[S:20])[NH:11][CH:12]2[c:13]2[cH:14][c:15]([CH3:19])[cH:16][cH:17][cH:18]2)[cH:5][cH:6][cH:7]1.[CH3:21][I:22].[CH3:23][CH2:24][OH:25]>>[CH3:1][c:2]1[cH:3][c:4]([CH:8]2[NH:9][C:10]([S:20][CH3:21])=[N:11][CH:12]2[c:13]2[cH:14][c:15]([CH3:19])[cH:16][cH:17][cH:18]2)[cH:5][cH:6][cH:7]1.[IH:22]. Reactants: BrCC1COc2ccccc2O1, Br, CC#N, Oc1ccc(C2CCCNC2)cc1. Product: Oc1ccc(C2CCCN(CC3COc4ccccc4O3)C2)cc1. RXN SMILES: [Br:1][CH2:2][CH:3]1[CH2:4][O:5][c:6]2[c:7]([cH:9][cH:10][cH:11][cH:12]2)[O:8]1.[BrH:26].[CH3:27][C:28]#[N:29].[NH:13]1[CH2:14][CH:15]([c:19]2[cH:20][cH:21][c:22]([OH:25])[cH:23][cH:24]2)[CH2:16][CH2:17][CH2:18]1>>[CH2:2]([CH:3]1[CH2:4][O:5][c:6]2[c:7]([cH:9][cH:10][cH:11][cH:12]2)[O:8]1)[N:13]1[CH2:14][CH:15]([c:19]2[cH:20][cH:21][c:22]([OH:25])[cH:23][cH:24]2)[CH2:16][CH2:17][CH2:18]1. Starting materials: Cl, NO, NC(=O)CCC(N)C(=O)O, O=P([O-])([O-])[O-]. Yields the product NC(CCC(=O)O)C(=O)O. RXN SMILES: [ClH:18].[NH2:16][OH:17].[NH2:1][CH:2]([CH2:3][CH2:4][C:5]([NH2:6])=[O:7])[C:8]([OH:9])=[O:10].[O-:11][P:12](=[O:13])([O-:14])[O-:15]>>[NH2:1][CH:2]([CH2:3][CH2:4][C:5]([OH:7])=[O:11])[C:8]([OH:9])=[O:10]. Run in C(C#CCC)(=O)O (pent-2-ynoic acid). Procedure details: This compound was prepared, in an analogous manner as described in Example 2, from the compound described in intermediate 2b and pent-2-ynoic acid, to afford the title compound (7.4 mg, 24.7%). Data: UPLC (C) Rt: 1.73 min; m/z 480.3 (M+H)+. Starting materials: NC=1C=2N(C=CN1)C(=NC2C2=CC=C(C(=O)NC1=NC=CC=C1)C=C2)[C@H]2NCCC2 ((S)-4-(8-Amino-3-(pyrrolidin-2-yl)imidazo[1,5-a]pyrazin-1-yl)-N-(pyridin-2-yl)benzamide). Yields the product NC=1C=2N(C=CN1)C(=NC2C2=CC=C(C(=O)NC1=NC=CC=C1)C=C2)[C@H]2N(CCC2)C(C#CCC)=O ((S)-4-(8-Amino-3-(1-pent-2-ynoylpyrrolidin-2-yl)imidazo[1,5-a]pyrazin-1-yl)-N-(pyridin-2-yl)benzamide). Yield: 24.7%. As a reaction SMILES: [NH2:1][C:2]1[C:3]2[N:4]([C:8]([C@@H:26]3[CH2:30][CH2:29][CH2:28][NH:27]3)=[N:9][C:10]=2[C:11]2[CH:25]=[CH:24][C:14]([C:15]([NH:17][C:18]3[CH:23]=[CH:22][CH:21]=[CH:20][N:19]=3)=[O:16])=[CH:13][CH:12]=2)[CH:5]=[CH:6][N:7]=1>C(O)(=O)C#CCC>[NH2:1][C:2]1[C:3]2[N:4]([C:8]([C@@H:26]3[CH2:30][CH2:29][CH2:28][N:27]3[C:15](=[O:16])[C:14]#[C:13][CH2:12][CH3:11])=[N:9][C:10]=2[C:11]2[CH:25]=[CH:24][C:14]([C:15]([NH:17][C:18]3[CH:23]=[CH:22][CH:21]=[CH:20][N:19]=3)=[O:16])=[CH:13][CH:12]=2)[CH:5]=[CH:6][N:7]=1. Starting materials: COCCOc1cc2c(=O)[nH]cnc2cc1OC, Cc1ccccc1, O=P(Cl)(Cl)Cl. The product is COCCOc1cc2c(Cl)ncnc2cc1OC. As a reaction SMILES: [CH3:1][O:2][c:3]1[c:4]([O:14][CH2:15][CH2:16][O:17][CH3:18])[cH:5][c:6]2[c:7](=[O:13])[nH:8][cH:9][n:10][c:11]2[cH:12]1.[CH3:24][c:25]1[cH:26][cH:27][cH:28][cH:29][cH:30]1.[P:19]([Cl:20])([Cl:21])([Cl:22])=[O:23]>>[CH3:1][O:2][c:3]1[c:4]([O:14][CH2:15][CH2:16][O:17][CH3:18])[cH:5][c:6]2[c:7]([Cl:21])[n:8][cH:9][n:10][c:11]2[cH:12]1. The reactants are CS(=O)(=O)CC(=O)O, Cl, Cl, Cl, NC1CCC(CCN2CCN(c3nccc4c3CCO4)CC2)CC1. The product is CS(=O)(=O)CC(=O)NC1CCC(CCN2CCN(c3nccc4c3CCO4)CC2)CC1. Reaction SMILES: [CH3:28][S:29](=[O:30])(=[O:31])[CH2:32][C:33](=[O:34])[OH:35].[ClH:1].[ClH:2].[ClH:3].[O:4]1[CH2:5][CH2:6][c:7]2[c:8]([N:13]3[CH2:14][CH2:15][N:16]([CH2:19][CH2:20][CH:21]4[CH2:22][CH2:23][CH:24]([NH2:27])[CH2:25][CH2:26]4)[CH2:17][CH2:18]3)[n:9][cH:10][cH:11][c:12]21>>[O:4]1[CH2:5][CH2:6][c:7]2[c:8]([N:13]3[CH2:14][CH2:15][N:16]([CH2:19][CH2:20][CH:21]4[CH2:22][CH2:23][CH:24]([NH:27][C:33]([CH2:32][S:29]([CH3:28])(=[O:30])=[O:31])=[O:34])[CH2:25][CH2:26]4)[CH2:17][CH2:18]3)[n:9][cH:10][cH:11][c:12]21. The reactants are ClC=1C=CC2=C(C(=CS2)CCN2CCC(=CC2)C2=CNC3=CC=CC=C23)C1 (3-{1-[2-(5-chloro-1-benzothiophene-3-yl)ethyl]-1,2,3,6-tetrahydro-4-pyridinyl}-1H-indole), CCCCCC (hexane), CI (methyl iodide). The solvent is C1CCOC1 (THF). Run at time 30 minute. Yields the product ClC=1C=CC2=C(C(=CS2)CCN2CCC(=CC2)C2=CN(C3=CC=CC=C23)C)C1 (3-{1-[2-(5-chloro-1-benzothiophene-3-yl)ethyl]-1,2,3,6-tetrahydro-4-pyridinyl}-1-methyl-1H-indole). Reaction SMILES: [Cl:1][C:2]1[CH:3]=[CH:4][C:5]2[S:9][CH:8]=[C:7]([CH2:10][CH2:11][N:12]3[CH2:17][CH:16]=[C:15]([C:18]4[C:26]5[C:21](=[CH:22][CH:23]=[CH:24][CH:25]=5)[NH:20][CH:19]=4)[CH2:14][CH2:13]3)[C:6]=2[CH:27]=1.[CH3:28]CCCCC.CI>C1COCC1>[Cl:1][C:2]1[CH:3]=[CH:4][C:5]2[S:9][CH:8]=[C:7]([CH2:10][CH2:11][N:12]3[CH2:13][CH:14]=[C:15]([C:18]4[C:26]5[C:21](=[CH:22][CH:23]=[CH:24][CH:25]=5)[N:20]([CH3:28])[CH:19]=4)[CH2:16][CH2:17]3)[C:6]=2[CH:27]=1. Procedure: 3-{1-[2-(5-chloro-1-benzothiophene-3-yl)ethyl]-1,2,3,6-tetrahydro-4-pyridinyl}-1H-indole (392 mg, 1 mmol) (obtained from example 32, step 2) in dry THF (50 ml) was slowly added to a stirred suspension of hexane washed 60% sodium hydride (44 mg) at 0° C. After the addition, the reaction mixture was stirred for 30 min and methyl iodide (213 mg, 1.5 mmol) was added. The reaction mixture was stirred for 4 hrs and quenched carefully with ice cold water. The reaction mixture was extracted with chlorof... Starting materials: C(C)(C)(C)OC(=O)C1=CC=C(C=C1)C1=CC=C2C(=C(C(N(C2=C1)C)=O)C(=O)OC)O (Methyl 7-(4-(tert-butoxycarbonyl)phenyl)-4-hydroxy-1-methyl-2-oxo-1,2-dihydroquinoline-3-carboxylate), BrC1=CC=C2C(=C(C(N(C2=C1)C)=O)C(=O)OC)O (methyl 7-bromo-4-hydroxy-1-methyl-2-oxo-1,2-dihydroquinoline-3-carboxylate), C(C)(C)(C)OC(=O)C1=CC=C(C=C1)B(O)O (4-(tert-butoxycarbonyl)phenylboronic acid), [F-].[Cs+] (cesium fluoride). Reagents/catalysts: C=1C=CC(=CC1)[P](C=2C=CC=CC2)(C=3C=CC=CC3)[Pd]([P](C=4C=CC=CC4)(C=5C=CC=CC5)C=6C=CC=CC6)([P](C=7C=CC=CC7)(C=8C=CC=CC8)C=9C=CC=CC9)[P](C=1C=CC=CC1)(C=1C=CC=CC1)C=1C=CC=CC1 (tetrakis(triphenylphosphine)palladium). The solvent is CCOC(=O)C (EtOAc), CO (MeOH). Reaction conditions: temperature 80 celsius. Product: C(=O)(O)CCC(=O)C=1C(N(C2=CC(=CC=C2C1O)C1=CC=C(C(=O)O)C=C1)C)=O (4-(3-(3-Carboxypropanoyl)-4-hydroxy-1-methyl-2-oxo-1,2-dihydroquinolin-7-yl)benzoic acid). RXN SMILES: C([O:5][C:6]([C:8]1[CH:13]=[CH:12][C:11]([C:14]2[CH:23]=[C:22]3[C:17]([C:18]([OH:30])=[C:19]([C:26]([O:28]C)=O)[C:20](=[O:25])[N:21]3[CH3:24])=[CH:16][CH:15]=2)=[CH:10][CH:9]=1)=[O:7])(C)(C)C.BrC1C=C2C([C:36](O)=[C:37]([C:44]([O:46]C)=[O:45])C(=O)N2C)=CC=1.C(OC(C1C=CC(B(O)O)=CC=1)=O)(C)(C)C.[F-].[Cs+]>CCOC(C)=O.C1C=CC([P]([Pd]([P](C2C=CC=CC=2)(C2C=CC=CC=2)C2C=CC=CC=2)([P](C2C=CC=CC=2)(C2C=CC=CC=2)C2C=CC=CC=2)[P](C2C=CC=CC=2)(C2C=CC=CC=2)C2C=CC=CC=2)(C2C=CC=CC=2)C2C=CC=CC=2)=CC=1.CO>[C:44]([CH2:37][CH2:36][C:26]([C:19]1[C:20](=[O:25])[N:21]([CH3:24])[C:22]2[C:17]([C:18]=1[OH:30])=[CH:16][CH:15]=[C:14]([C:11]1[CH:12]=[CH:13][C:8]([C:6]([OH:5])=[O:7])=[CH:9][CH:10]=1)[CH:23]=2)=[O:28])([OH:46])=[O:45] |f:3.4,^1:76,78,97,116|. Procedure: Methyl 7-(4-(tert-butoxycarbonyl)phenyl)-4-hydroxy-1-methyl-2-oxo-1,2-dihydroquinoline-3-carboxylate. To a mixture of methyl 7-bromo-4-hydroxy-1-methyl-2-oxo-1,2-dihydroquinoline-3-carboxylate (Method 7) (3.82 g, 12.2 mmol), 4-(tert-butoxycarbonyl)phenylboronic acid (2.72 g, 12.2 mmol), cesium fluoride (5.58 g, 36.7 mmol), and tetrakis(triphenylphosphine)palladium [0] (0.424 g, 0.367 mmol) in a vial, was added MeOH (61 mL). The vial was sealed and heated at 80° C. for 2 hours. The reaction mixtu... The reactants are C(O)CN (ethanolamine), FC=1C(=C(C=C(C1)F)C=1C(=C2C=CC(=CC2=CC1)OS(=O)(=O)C)C(C1=CC=C(C=C1)OCCN1CCCCC1)=O)SC (methanesulfonic acid 6-(3,5-difluoro-2-methylsulfanyl-phenyl)-5-[4-(2-piperidin-1-yl-ethoxy)-benzoyl]-naphthalen-2-yl ester), [Cl-].[NH4+] (ammonium chloride). Reagents/catalysts: C1(=CC=CC=C1)C(O)([C@H]1NCCC1)C1=CC=CC=C1 ((S)-α,α-diphenyl-2-pyrrolidinemethanol). Run in B (borane), C1CCOC1 (THF), C1CCOC1 (THF). Reaction conditions: temperature 45 celsius. Yields the product FC=1C(=C(C=C(C1)F)C=1C(=C2C=CC(=CC2=CC1)OS(=O)(=O)C)C(C1=CC=C(C=C1)OCCN1CCCCC1)O)SC (Methanesulfonic acid 6-(3,5-difluoro-2-methylsulfanyl-phenyl)-5-{hydroxy-[4-(2-piperidin-1-yl-ethoxy)-phenyl]-methyl}-naphthalen-2-yl ester). Yield: 113.7%. Reaction SMILES: [F:1][C:2]1[C:3]([S:41][CH3:42])=[C:4]([C:9]2[C:10]([C:24](=[O:40])[C:25]3[CH:30]=[CH:29][C:28]([O:31][CH2:32][CH2:33][N:34]4[CH2:39][CH2:38][CH2:37][CH2:36][CH2:35]4)=[CH:27][CH:26]=3)=[C:11]3[C:16](=[CH:17][CH:18]=2)[CH:15]=[C:14]([O:19][S:20]([CH3:23])(=[O:22])=[O:21])[CH:13]=[CH:12]3)[CH:5]=[C:6]([F:8])[CH:7]=1.C(CN)O.[Cl-].[NH4+]>B.C1COCC1.C1(C(C2C=CC=CC=2)([C@@H]2CCCN2)O)C=CC=CC=1>[F:1][C:2]1[C:3]([S:41][CH3:42])=[C:4]([C:9]2[C:10]([CH:24]([OH:40])[C:25]3[CH:26]=[CH:27][C:28]([O:31][CH2:32][CH2:33][N:34]4[CH2:39][CH2:38][CH2:37][CH2:36][CH2:35]4)=[CH:29][CH:30]=3)=[C:11]3[C:16](=[CH:17][CH:18]=2)[CH:15]=[C:14]([O:19][S:20]([CH3:23])(=[O:21])=[O:22])[CH:13]=[CH:12]3)[CH:5]=[C:6]([F:8])[CH:7]=1 |f:2.3|. Reported procedure: Charge a flask with (S)-α,α-diphenyl-2-pyrrolidinemethanol (253 mg, 1.0 mmol) and purge flask with nitrogen. Dilute with 1M borane in THF (43 mL, 43 mmol) and heat to 45° C. under nitrogen. Dissolve methanesulfonic acid 6-(3,5-difluoro-2-methylsulfanyl-phenyl)-5-[4-(2-piperidin-1-yl-ethoxy)-benzoyl]-naphthalen-2-yl ester (6.5 g, 10.6 mmol) in THF (40 mL) and add to the catalyst solution via syringe pump over 2 hours. After complete addition, add ethanolamine (12.8 mL, 212 mmol) slowly and heat a...